Dataset: the Open Reaction Database (ORD), a public repository of structured organic reaction records. Task: describe an organic reaction: reactants, conditions, products, and yield Starting materials: BrC=1C=C(C=NC1Cl)C(=O)O (5-bromo-6-chloro-3-pyridinecarboxylic acid), Cl.N[C@H]1[C@@H](CCCC1)O ((1R,2R)-2-amino-cyclohexanol hydrochloride), C1(CCCC1)CO (cyclopentanemethanol), ClC1=CC=C(C=C1)B(O)O ((4-chloro-phenyl)-boronic acid). Yields the product ClC1=CC=C(C=C1)C=1C(=NC=C(C(=O)N[C@H]2[C@@H](CCCC2)O)C1)OCC1CCCC1 (5-(4-chloro-phenyl)-6-cyclopentylmethoxy-N-((1R,2R)-2-hydroxy-cyclohexyl)-nicotinamide). Reaction SMILES: Br[C:2]1[CH:3]=[C:4]([C:9]([OH:11])=O)[CH:5]=[N:6][C:7]=1Cl.[CH:12]1([CH2:17][OH:18])[CH2:16][CH2:15][CH2:14][CH2:13]1.[Cl:19][C:20]1[CH:25]=[CH:24][C:23](B(O)O)=[CH:22][CH:21]=1.Cl.[NH2:30][C@@H:31]1[CH2:36][CH2:35][CH2:34][CH2:33][C@H:32]1[OH:37]>>[Cl:19][C:20]1[CH:25]=[CH:24][C:23]([C:2]2[C:7]([O:18][CH2:17][CH:12]3[CH2:16][CH2:15][CH2:14][CH2:13]3)=[N:6][CH:5]=[C:4]([CH:3]=2)[C:9]([NH:30][C@@H:31]2[CH2:36][CH2:35][CH2:34][CH2:33][C@H:32]2[OH:37])=[O:11])=[CH:22][CH:21]=1 |f:3.4|. Procedure details: The title compound was synthesized in analogy to Example 75, using 5-bromo-6-chloro-3-pyridinecarboxylic acid, cyclopentanemethanol, (4-chloro-phenyl)-boronic acid and (1R,2R)-2-amino-cyclohexanol hydrochloride as starting materials to yield 5-(4-chloro-phenyl)-6-cyclopentylmethoxy-N-((1R,2R)-2-hydroxy-cyclohexyl)-nicotinamide. MS (ISP) 429.5 (M+H)+. Starting materials: COc1ncc(B(O)O)c(OC)n1, CO, CS(C)=O, ClCCl, Ic1ccccc1, [K+], [K+], [K+], O=P([O-])([O-])[O-]. Product: COc1ncc(-c2ccccc2)c(OC)n1. Reaction SMILES: [CH3:1][O:2][c:3]1[n:4][cH:5][c:6]([B:11]([OH:12])[OH:13])[c:7]([O:9][CH3:10])[n:8]1.[CH3:29][OH:30].[CH3:31][S:32]([CH3:33])=[O:34].[Cl:35][CH2:36][Cl:37].[I:14][c:15]1[cH:16][cH:17][cH:18][cH:19][cH:20]1.[K+:26].[K+:27].[K+:28].[P:21]([O-:22])([O-:23])([O-:24])=[O:25]>>[CH3:1][O:2][c:3]1[n:4][cH:5][c:6](-[c:15]2[cH:16][cH:17][cH:18][cH:19][cH:20]2)[c:7]([O:9][CH3:10])[n:8]1. Reactants: O=C(Cl)c1ccc(OC(F)(F)F)cc1, CCOC(=N)N1Cc2ccccc2-c2ccccc2C1. The product is CCOC(=NC(=O)c1ccc(OC(F)(F)F)cc1)N1Cc2ccccc2-c2ccccc2C1. RXN SMILES: [F:21][C:22]([O:23][c:24]1[cH:25][cH:26][c:27]([C:28](=[O:29])[Cl:30])[cH:31][cH:32]1)([F:33])[F:34].[cH:1]1[cH:2][cH:3][cH:4][c:5]2[c:11]1-[c:10]1[c:9]([cH:15][cH:14][cH:13][cH:12]1)[CH2:8][N:7]([C:16]([O:17][CH2:18][CH3:19])=[NH:20])[CH2:6]2>>[cH:1]1[cH:2][cH:3][cH:4][c:5]2[c:11]1-[c:10]1[c:9]([cH:15][cH:14][cH:13][cH:12]1)[CH2:8][N:7]([C:16]([O:17][CH2:18][CH3:19])=[N:20][C:28]([c:27]1[cH:26][cH:25][c:24]([O:23][C:22]([F:21])([F:33])[F:34])[cH:32][cH:31]1)=[O:29])[CH2:6]2. As a reaction SMILES: [CH2:1]([O:3][C:4]([C:6]1([C:9]2[CH:14]=[CH:13][C:12]([C:15]3[CH:20]=[CH:19][C:18]([C:21]4[O:25][N:24]=[C:23]([CH3:26])[C:22]=4[NH2:27])=[CH:17][CH:16]=3)=[CH:11][CH:10]=2)[CH2:8][CH2:7]1)=[O:5])[CH3:2].Br[C:29]1[CH:30]=[N:31][CH:32]=[C:33]([C:35]2[CH:40]=[CH:39][CH:38]=[C:37]([C:41]([F:44])([F:43])[F:42])[CH:36]=2)[CH:34]=1>>[CH2:1]([O:3][C:4]([C:6]1([C:9]2[CH:10]=[CH:11][C:12]([C:15]3[CH:20]=[CH:19][C:18]([C:21]4[O:25][N:24]=[C:23]([CH3:26])[C:22]=4[NH:27][C:29]4[CH:30]=[N:31][CH:32]=[C:33]([C:35]5[CH:40]=[CH:39][CH:38]=[C:37]([C:41]([F:43])([F:44])[F:42])[CH:36]=5)[CH:34]=4)=[CH:17][CH:16]=3)=[CH:13][CH:14]=2)[CH2:8][CH2:7]1)=[O:5])[CH3:2]. Starting materials: C(C)OC(=O)C1(CC1)C1=CC=C(C=C1)C1=CC=C(C=C1)C1=C(C(=NO1)C)N (1-[4′-(4-amino-3-methyl-isoxazol-5-yl)-biphenyl-4-yl]-cyclopropanecarboxylic acid ethyl ester), BrC=1C=NC=C(C1)C1=CC(=CC=C1)C(F)(F)F (3-bromo-5-(3-trifluoromethyl-phenyl)-pyridine). The product is C(C)OC(=O)C1(CC1)C1=CC=C(C=C1)C1=CC=C(C=C1)C1=C(C(=NO1)C)NC=1C=NC=C(C1)C1=CC(=CC=C1)C(F)(F)F (1-(4′-{3-Methyl-4-[5-(3-trifluoromethyl-phenyl)-pyridin-3-ylamino]-isoxazol-5-yl}-biphenyl-4-yl)-cyclopropanecarboxylic acid ethyl ester). Procedure details: Prepared according to the procedure described in Example 68, Step 2, using 1-[4′-(4-amino-3-methyl-isoxazol-5-yl)-biphenyl-4-yl]-cyclopropanecarboxylic acid ethyl ester and 3-bromo-5-(3-trifluoromethyl-phenyl)-pyridine. Reactants: COC(=O)CP(=O)(OC)OC (trimethyl phosphonoacetate), [H-].[Na+] (sodium hydride), C([O-])(O)=O.[Na+] (sodium bicarbonate), C1(=CC=CC=C1)C1=NN2C(C=CC=C2)=C1C=O (2-phenylpyrazolo[1,5-a]pyridine-3-carbaldehyde). Run in C1(=CC=CC=C1)C (toluene), C1(=CC=CC=C1)C (toluene). Run at temperature 60 celsius. Yields the product C1(=CC=CC=C1)C1=NN2C(C=CC=C2)=C1C=CC(=O)OC (methyl 3-(2-phenylpyrazolo[1,5-a]pyridin-3-yl)acrylate). Isolated yield 53.5%. Reaction SMILES: [CH3:1][O:2][C:3]([CH2:5]P(OC)(OC)=O)=[O:4].[H-].[Na+].[C:14]1([C:20]2[C:28]([CH:29]=O)=[C:23]3[CH:24]=[CH:25][CH:26]=[CH:27][N:22]3[N:21]=2)[CH:19]=[CH:18][CH:17]=[CH:16][CH:15]=1.C(=O)(O)[O-].[Na+]>C1(C)C=CC=CC=1>[C:14]1([C:20]2[C:28]([CH:29]=[CH:5][C:3]([O:2][CH3:1])=[O:4])=[C:23]3[CH:24]=[CH:25][CH:26]=[CH:27][N:22]3[N:21]=2)[CH:15]=[CH:16][CH:17]=[CH:18][CH:19]=1 |f:1.2,4.5|. Procedure details: A solution of trimethyl phosphonoacetate (4.0 g) in toluene (10 ml) was added to a mixture of sodium hydride (63%, 880 mg) in toluene (45 ml) with stirring and cooling and then heated at 60° C. for 20 minutes. To the mixture 2-phenylpyrazolo[1,5-a]pyridine-3-carbaldehyde (2.0 g) was added and heated at 60° C. for 8 hours. A saturated sodium bicarbonate solution (30 ml) was added to the reaction mixture and extracted with ethyl acetate (30 ml, 2 times). The extract was washed with brine (30 ml), ... The reactants are BrC1=CC=C(C=C1)C=CCON1C(C=2C(C1=O)=CC=CC2)=O (N-[3-(4-bromophenyl)-prop-2-enyloxy]-phthalimide), C(O)CN (ethanolamine). Solvent: ClCCl (dichloromethane). Conditions: temperature 30 celsius, time 2 hour. Product: BrC1=CC=C(C=C1)C=CCON (3-(4-bromophenyl)-prop-2-enyloxyamine). Yield: 95.2%. RXN SMILES: [Br:1][C:2]1[CH:7]=[CH:6][C:5]([CH:8]=[CH:9][CH2:10][O:11][N:12]2C(=O)C3=CC=CC=C3C2=O)=[CH:4][CH:3]=1.C(CN)O>ClCCl>[Br:1][C:2]1[CH:3]=[CH:4][C:5]([CH:8]=[CH:9][CH2:10][O:11][NH2:12])=[CH:6][CH:7]=1. Procedure details: 33.4 g (0.093 mol) of N-[3-(4-bromophenyl)-prop-2-enyloxy]-phthalimide were introduced a little at a time into 50 ml of ethanolamine; the temperature increased to 30° C. After stirring had been carried out for two hours at 60° C., the mixture was allowed to cool and 200 ml of dichloromethane were added to it. It was extracted by shaking with iced water. The organic phase was dried and evaporated down and the residue was crystallized from petroleum ether. 20.2 g (95.3% of theory) of 3-(4-bromophe... The reactants are C1(CC1)NC(=O)C=1N=NN(C1CSC1=CC=CC=C1)C1=CC=C(C=C1)C(=O)NCC (N-cyclopropyl-1-{4-[(ethylamino)carbonyl]phenyl}-5-[(phenylthio)methyl]-1H-1,2,3-triazole-4-carboxamide), ClC1=CC(=CC=C1)C(=O)OO (m-chloroperbenzoic acid). Reaction conditions: temperature 0 celsius. Reported procedure: N-Cyclopropyl-1-{4-[(ethylamino)carbonyl]phenyl}-5-[(phenylthio)methyl]-1H-1,2,3-triazole-4-carboxamide (145 mg, 0.344 mmol) obtained in Example 130 was dissolved in THF (3.0 ml), m-chloroperbenzoic acid (purity 65%, 110 mg, 0.412 mmol, 1.2 eq.) was added with stirring at 0° C., and the mixture was stirred for additional 1.5 hr. The reaction mixture was diluted with ethyl acetate (20 ml), washed with 5% aqueous sodium sulfite solution, 2% aqueous sodium hydrogen carbonate solution and saturated ... Reaction SMILES: [CH:1]1([NH:4][C:5]([C:7]2[N:8]=[N:9][N:10]([C:20]3[CH:25]=[CH:24][C:23]([C:26]([NH:28][CH2:29][CH3:30])=[O:27])=[CH:22][CH:21]=3)[C:11]=2[CH2:12][S:13][C:14]2[CH:19]=[CH:18][CH:17]=[CH:16][CH:15]=2)=[O:6])[CH2:3][CH2:2]1.ClC1C=CC=C(C(OO)=[O:39])C=1>C1COCC1.C(OCC)(=O)C>[CH:1]1([NH:4][C:5]([C:7]2[N:8]=[N:9][N:10]([C:20]3[CH:21]=[CH:22][C:23]([C:26]([NH:28][CH2:29][CH3:30])=[O:27])=[CH:24][CH:25]=3)[C:11]=2[CH2:12][S:13]([C:14]2[CH:19]=[CH:18][CH:17]=[CH:16][CH:15]=2)=[O:39])=[O:6])[CH2:2][CH2:3]1. Isolated yield 25.3%. Solvent: C1CCOC1 (THF), C(C)(=O)OCC (ethyl acetate). Yields the product C1(CC1)NC(=O)C=1N=NN(C1CS(=O)C1=CC=CC=C1)C1=CC=C(C=C1)C(=O)NCC (N-cyclopropyl-1-{4-[(ethylamino)carbonyl]phenyl}-5-[(phenylsulfinyl)methyl]-1H-1,2,3-triazole-4-carboxamide).